From a dataset of the Open Reaction Database (ORD), a public repository of structured organic reaction records. describe an organic reaction: reactants, conditions, products, and yield The reactants are C(C)(C)(C)C1=NN(C=C1Cl)CO (3-t-butyl-4-chloro-1H-pyrazole-1-ylmethanol), S(=O)(Cl)Cl (thionyl chloride). Run in ClCCl (dichloromethane). Reaction conditions: time 8 hour. Product: Cl.C(C)(C)(C)C1=NN(C=C1Cl)CCl (3-t-butyl-4-chloro-1-(chloromethyl)-1H-pyrazole hydrochloride). As a reaction SMILES: [C:1]([C:5]1[C:9]([Cl:10])=[CH:8][N:7]([CH2:11]O)[N:6]=1)([CH3:4])([CH3:3])[CH3:2].S(Cl)([Cl:15])=O>ClCCl>[ClH:10].[C:1]([C:5]1[C:9]([Cl:10])=[CH:8][N:7]([CH2:11][Cl:15])[N:6]=1)([CH3:4])([CH3:3])[CH3:2] |f:3.4|. Procedure: 0.82 g of 3-t-butyl-4-chloro-1H-pyrazole-1-ylmethanol was dissolved to 45 ml of dichloromethane. 3.4 ml of thionyl chloride was added to the solution, followed by stirring at room temperature for overnight. The reaction mixture was concentrated under reduced pressure to obtain 0.98 g of 3-t-butyl-4-chloro-1-(chloromethyl)-1H-pyrazole hydrochloride. Reagents/catalysts: C=1C=CC(=CC1)[P](C=2C=CC=CC2)(C=3C=CC=CC3)[Pd]([P](C=4C=CC=CC4)(C=5C=CC=CC5)C=6C=CC=CC6)([P](C=7C=CC=CC7)(C=8C=CC=CC8)C=9C=CC=CC9)[P](C=1C=CC=CC1)(C=1C=CC=CC1)C=1C=CC=CC1 ((Ph3P)4Pd). RXN SMILES: [C:1]([C:3]1([OH:8])[CH2:7][CH2:6][CH2:5][CH2:4]1)#[CH:2].[F:9][C:10]1[C:11](I)=[C:12]2[C:16](=[CH:17][CH:18]=1)[NH:15][C:14](=[O:19])/[C:13]/2=[CH:20]\[C:21]1[NH:22][CH:23]=[CH:24][C:25]=1[O:26][CH3:27]>C1C=CC([P]([Pd]([P](C2C=CC=CC=2)(C2C=CC=CC=2)C2C=CC=CC=2)([P](C2C=CC=CC=2)(C2C=CC=CC=2)C2C=CC=CC=2)[P](C2C=CC=CC=2)(C2C=CC=CC=2)C2C=CC=CC=2)(C2C=CC=CC=2)C2C=CC=CC=2)=CC=1.CN(C=O)C.CCN(CC)CC>[F:9][C:10]1[C:11]([C:2]#[C:1][C:3]2([OH:8])[CH2:7][CH2:6][CH2:5][CH2:4]2)=[C:12]2[C:16](=[CH:17][CH:18]=1)[NH:15][C:14](=[O:19])/[C:13]/2=[CH:20]\[C:21]1[NH:22][CH:23]=[CH:24][C:25]=1[O:26][CH3:27] |^1:32,34,53,72|. The solvent is CCN(CC)CC (Et3N), CN(C)C=O (DMF). Product: FC=1C(=C2/C(/C(NC2=CC1)=O)=C/C=1NC=CC1OC)C#CC1(CCCC1)O ((Z)-1,3-Dihydro-5-fluoro-4-[(1-hydroxycyclopentyl)ethynyl]-3-[(3-methoxy-1H-pyrrol-2-yl)methylene]-2H-indol-2-one). Reactants: C(#C)C1(CCCC1)O (1-ethynyl-1-cyclopentanol), FC=1C(=C2/C(/C(NC2=CC1)=O)=C/C=1NC=CC1OC)I ((Z)-1,3-dihydro-5-fluoro-4-iodo-3-[(3-methoxy-1H-pyrrol-2-yl)methylene]-2H-indol-2-one), FC=1C(=C2/C(/C(NC2=CC1)=O)=C/C=1NC=CC1OC)I ((Z)-1,3-dihydro-5-fluoro-4-iodo-3-[(3-methoxy-1H-pyrrol-2-yl)methylene]-2H-indol-2-one). Reported procedure: Using Method C above, 1-ethynyl-1-cyclopentanol (35.8 mg, 0.33 mmol) (Aldrich) was coupled with (Z)-1,3-dihydro-5-fluoro-4-iodo-3-[(3-methoxy-1H-pyrrol-2-yl)methylene]-2H-indol-2-one (50 mg, 0.13 mmol) (Starting Material 6) using (Ph3P)4Pd (15 mg) and Cul (2.5 mg) as catalyst in DMF (4 mL) and Et3N (4 mL) as solvent at 80° C. for 5 h to yield (Z)-1,3-Dihydro-5-fluoro-4-[(1-hydroxycyclopentyl)ethynyl]-3-[(3-methoxy-1H-pyrrol-2-yl)methylene]-2H-indol-2-one. (Yield 32 mg, 67%). The reactants are BrC=1C=C(C=CC1C#N)CCNCCNC(OC(C)(C)C)=O (tert-Butyl (2-{[2-(3-bromo-4-cyanophenyl)ethyl]amino}ethyl)carbamate), TEA, ClCC(=O)Cl (chloroacetyl chloride). Solvent: C(Cl)Cl (DCM), C(Cl)Cl (DCM). Conditions: time 0.5 hour. Yields the product BrC=1C=C(C=CC1C#N)CCN(CCNC(OC(C)(C)C)=O)C(CCl)=O (tert-Butyl (2-{[2-(3-bromo-4-cyanophenyl)ethyl](chloroacetyl)amino}ethyl)carbamate). Reaction SMILES: [Br:1][C:2]1[CH:3]=[C:4]([CH2:10][CH2:11][NH:12][CH2:13][CH2:14][NH:15][C:16](=[O:22])[O:17][C:18]([CH3:21])([CH3:20])[CH3:19])[CH:5]=[CH:6][C:7]=1[C:8]#[N:9].[Cl:23][CH2:24][C:25](Cl)=[O:26]>C(Cl)Cl>[Br:1][C:2]1[CH:3]=[C:4]([CH2:10][CH2:11][N:12]([C:25](=[O:26])[CH2:24][Cl:23])[CH2:13][CH2:14][NH:15][C:16](=[O:22])[O:17][C:18]([CH3:19])([CH3:21])[CH3:20])[CH:5]=[CH:6][C:7]=1[C:8]#[N:9]. Procedure: A solution of tert-Butyl (2-{[2-(3-bromo-4-cyanophenyl)ethyl]amino}ethyl)carbamate (30 mg, 0.081 mmol) and TEA (30 mg, 0.30 mmol) in DCM (1 mL) was added chloroacetyl chloride (10 mg, 0.089 mmol) to the mixture at 0° C. The mixture was stirred at RT for 0.5 hour. Then the residue was diluted with DCM (20 mL) washed with water (5 mL×2) dried over Na2SO4 and concentrated in vacuo to give the desired product. MS m/z: 444 [M+1]+.